Dataset: the Open Reaction Database (ORD), a public repository of structured organic reaction records. Task: describe an organic reaction: reactants, conditions, products, and yield Starting materials: C(C1=CC=CC=C1)Br (benzyl bromide), C(C1=CC=CC=C1)N1NC=2[C@@]3(CC[C@H](C2C1=O)C3(C)C)C ((4S,7R)-2-benzyl-7,8,8-trimethyl-1,2,4,5,6,7-hexahydro-4,7-methano-indazol-3-one), C(C1=CC=CC=C1)N1NC=2[C@@]3(CC[C@H](C2C1=O)C3(C)C)C ((4S,7R)-2-benzyl-7,8,8-trimethyl-1,2,4,5,6,7-hexahydro-4,7-methano-indazol-3-one). The reagents and catalysts are [I-].C(CCC)[N+](CCCC)(CCCC)CCCC (tetra-n-butylammonium iodide). Run in CN(C=O)C (N,N-dimethylformamide), ClCCl (dichloromethane). Run at temperature 100 celsius. Product: C(C1=CC=CC=C1)N1N(C(C=2[C@H]3CC[C@@](C12)(C3(C)C)C)=O)CC3=CC=CC=C3 ((4S,7R)-1,2-dibenzyl-7,8,8-trimethyl-1,2,4,5,6,7-hexahydro-4,7-methano-indazol-3-one). Isolated yield 42.7%. Reaction SMILES: [CH2:1](Br)[C:2]1[CH:7]=[CH:6][CH:5]=[CH:4][CH:3]=1.[CH2:9]([N:16]1[C:24](=[O:25])[C:23]2[C@@H:22]3[C:26]([CH3:28])([CH3:27])[C@@:19]([CH3:29])([CH2:20][CH2:21]3)[C:18]=2[NH:17]1)[C:10]1[CH:15]=[CH:14][CH:13]=[CH:12][CH:11]=1>[I-].C([N+](CCCC)(CCCC)CCCC)CCC.CN(C)C=O.ClCCl>[CH2:1]([N:17]1[C:18]2[C@@:19]3([CH3:29])[C:26]([CH3:28])([CH3:27])[C@H:22]([CH2:21][CH2:20]3)[C:23]=2[C:24](=[O:25])[N:16]1[CH2:9][C:10]1[CH:11]=[CH:12][CH:13]=[CH:14][CH:15]=1)[C:2]1[CH:7]=[CH:6][CH:5]=[CH:4][CH:3]=1 |f:2.3|. Reported procedure: A mixture of benzyl bromide (300 μL, 2.5 mmol), (4S,7R)-2-benzyl-7,8,8-trimethyl-1,2,4,5,6,7-hexahydro-4,7-methano-indazol-3-one (Intermediate 23; 159 mg, 0.56 mmol), and tetra-n-butylammonium iodide (160 mg, 0.43 mmol) in N,N-dimethylformamide (2 mL) was heated in an oil-bath at 100° C. for 17 h. The reaction mixture was cooled to room temperature and diluted with dichloromethane (125 mL). The solution was washed with water (5×25 mL) and sodium thiosulfate solution (25 mL), dried (magnesium sul... Reported procedure: With 1.17 g of 3,5-dichloro-3-(2-methoxyphenyl)-1,3-dihydro-2H-indol-2-one and the compound obtained in Step 79-3 (4.18 mmol, crude form) as starting materials, respectively 0.92 g (Isomer A, colorless solid) and 0.66 g (Isomer B, colorless amorphous) of two species of diastereoisomers of the title compound were obtained by a similar method to Step 4-2. The product is ClC=1C=C2C(C(NC2=CC1)=O)(C1=C(C=CC=C1)OC)N([C@H](C(=O)N(C)C)C)CCO ((2S)-2-[[5-chloro-3-(2-methoxyphenyl)-2-oxo-2,3-dihydro-1H-indol-3-yl](2-hydroxy ethyl)amino]-N,N-dimethylpropanamide). As a reaction SMILES: Cl[C:2]1([C:13]2[CH:18]=[CH:17][CH:16]=[CH:15][C:14]=2[O:19][CH3:20])[C:10]2[C:5](=[CH:6][CH:7]=[C:8]([Cl:11])[CH:9]=2)[NH:4][C:3]1=[O:12].[OH:21][CH2:22][CH2:23][NH:24][C@@H:25]([CH3:31])[C:26]([N:28]([CH3:30])[CH3:29])=[O:27]>>[Cl:11][C:8]1[CH:9]=[C:10]2[C:5](=[CH:6][CH:7]=1)[NH:4][C:3](=[O:12])[C:2]2([N:24]([CH2:23][CH2:22][OH:21])[C@@H:25]([CH3:31])[C:26]([N:28]([CH3:30])[CH3:29])=[O:27])[C:13]1[CH:18]=[CH:17][CH:16]=[CH:15][C:14]=1[O:19][CH3:20]. Starting materials: ClC1(C(NC2=CC=C(C=C12)Cl)=O)C1=C(C=CC=C1)OC (3,5-dichloro-3-(2-methoxyphenyl)-1,3-dihydro-2H-indol-2-one), OCCN[C@H](C(=O)N(C)C)C ((2S)-2-[(2-hydroxy ethyl)amino]-N,N-dimethylpropanamide). The reactants are FC=1C=C(C[C@@H]([C@@H](CNCC2=CC(=CC=C2)CC)O)NC(=O)C2=NC(=NC(=C2)C)N(CCC)CCC)C=C(C1)F (N-{(1S,2R)-1-(3,5-difluorobenzyl)-3-[(3-ethylbenzyl)amino]-2-hydroxypropyl}-2-(dipropylamino)-6-methylpyrimidine-4-carboxamide), C(CCC)N(C=1C=C(C(=O)O)C=C(N1)Cl)C (2-[butyl(methyl)amino]-6-chloroisonicotinic acid). The product is C(CCC)N(C=1C=C(C(=O)N[C@H]([C@@H](CNCC2=CC(=CC=C2)CC)O)CC2=CC(=CC(=C2)F)F)C=C(N1)Cl)C (2-[butyl(methyl)amino]-6-chloro-N-{(1S,2R)-1-(3,5-difluorobenzyl)-3-[(3-ethylbenzyl)amino]-2-hydroxypropyl}isonicotinamide). Reaction SMILES: [F:1][C:2]1[CH:3]=[C:4]([CH:37]=[C:38]([F:40])[CH:39]=1)[CH2:5][C@H:6]([NH:20]C(C1C=C(C)N=C(N(CCC)CCC)N=1)=O)[C@H:7]([OH:19])[CH2:8][NH:9][CH2:10][C:11]1[CH:16]=[CH:15][CH:14]=[C:13]([CH2:17][CH3:18])[CH:12]=1.[CH2:41]([N:45]([CH3:56])[C:46]1[CH:47]=[C:48]([CH:52]=[C:53]([Cl:55])[N:54]=1)[C:49]([OH:51])=O)[CH2:42][CH2:43][CH3:44]>>[CH2:41]([N:45]([CH3:56])[C:46]1[CH:47]=[C:48]([CH:52]=[C:53]([Cl:55])[N:54]=1)[C:49]([NH:20][C@@H:6]([CH2:5][C:4]1[CH:37]=[C:38]([F:40])[CH:39]=[C:2]([F:1])[CH:3]=1)[C@H:7]([OH:19])[CH2:8][NH:9][CH2:10][C:11]1[CH:16]=[CH:15][CH:14]=[C:13]([CH2:17][CH3:18])[CH:12]=1)=[O:51])[CH2:42][CH2:43][CH3:44]. Reported procedure: In the same manner as for N-{(1S,2R)-1-(3,5-difluorobenzyl)-3-[(3-ethylbenzyl)amino]-2-hydroxypropyl}-2-(dipropylamino)-6-methylpyrimidine-4-carboxamide {Example S-2435}, Step 3, 2-[butyl(methyl)amino]-6-chloroisonicotinic acid (0.15 g) was converted to 0.13 g of the title compound. Reactants: COC(=O)C1CN(CCn2c(=O)ccc3c(F)cc(F)cc32)CCC1NC(=O)OCc1ccccc1, COC(=O)C1CN(CCn2c(=O)ccc3c(F)cc(F)cc32)CCC1N. Yields the product COC(=O)C1CN(CCn2c(=O)ccc3c(F)cc(F)cc32)CCC1N. RXN SMILES: [CH2:1]([O:2][C:3](=[O:4])[NH:11][CH:12]1[CH:13]([C:33](=[O:34])[O:35][CH3:36])[CH2:14][N:15]([CH2:18][CH2:19][n:20]2[c:21](=[O:32])[cH:22][cH:23][c:24]3[c:25]([F:31])[cH:26][c:27]([F:30])[cH:28][c:29]23)[CH2:16][CH2:17]1)[c:5]1[cH:6][cH:7][cH:8][cH:9][cH:10]1.[NH2:37][CH:38]1[CH2:39][CH2:40][N:41]([CH2:42][CH2:43][n:44]2[c:45]3[c:46]([c:47]([F:48])[cH:49][c:50]([F:51])[cH:52]3)[cH:53][cH:54][c:55]2=[O:56])[CH2:57][CH:58]1[C:59]([O:60][CH3:61])=[O:62]>>[NH2:11][CH:12]1[CH:13]([C:33](=[O:34])[O:35][CH3:36])[CH2:14][N:15]([CH2:18][CH2:19][n:20]2[c:21](=[O:32])[cH:22][cH:23][c:24]3[c:25]([F:31])[cH:26][c:27]([F:30])[cH:28][c:29]23)[CH2:16][CH2:17]1. Reactants: N[C@@H](CC1=CC=CC=C1)C(=O)OC (Phe-OMe), C(=O)(O)[O-].[Na+] (NaHCO3), N([C@@H](C)C(=O)O)C(=O)OC(C)(C)C (Boc-Ala-OH), C(C)N1CCOCC1 (N-ethyl morpholine), ClC(=O)OCC(C)C (i-butyl chloroformate). Run in CCOC(=O)C (EtOAc), CN(C)C=O (DMF), C1CCOC1 (THF). Run at temperature -18 celsius, time 1 hour. Product: N([C@@H](C)C(=O)N[C@@H](CC1=CC=CC=C1)C(=O)OC)C(=O)OC(C)(C)C (Boc-Ala-Phe-OMe). Reaction SMILES: [NH:1]([C:7]([O:9][C:10]([CH3:13])([CH3:12])[CH3:11])=[O:8])[C@H:2]([C:4]([OH:6])=O)[CH3:3].C(N1CCOCC1)C.ClC(OCC(C)C)=O.[NH2:30][C@H:31]([C:39]([O:41][CH3:42])=[O:40])[CH2:32][C:33]1[CH:38]=[CH:37][CH:36]=[CH:35][CH:34]=1.C([O-])(O)=O.[Na+]>C1COCC1.CN(C=O)C.CCOC(C)=O>[NH:1]([C:7]([O:9][C:10]([CH3:13])([CH3:12])[CH3:11])=[O:8])[C@H:2]([C:4]([NH:30][C@H:31]([C:39]([O:41][CH3:42])=[O:40])[CH2:32][C:33]1[CH:38]=[CH:37][CH:36]=[CH:35][CH:34]=1)=[O:6])[CH3:3] |f:4.5|. Reported procedure: To a solution of Boc-Ala-OH (0.50 g, 2.64 mmol) and N-ethyl morpholine (0.336 mL, 2.64 mmol) in THF (10 mL) at −18° C. was added i-butyl chloroformate (0.317 mL, 2.44 mmol). After an activation period of 10 min a solution of Phe-OMe (0.406 g, 1.88 mmol) and N-ethyl morpoholine (0.240 mL, 1.88 mmol) in DMF (4 mL) was added dropwise. The reaction mixture was stirred under nitrogen at −18° C. for 1 h then overnight at room temperature. The reaction mixture was cooled to 0° C. followed by addition o...